From a dataset of the Open Reaction Database (ORD), a public repository of structured organic reaction records. describe an organic reaction: reactants, conditions, products, and yield Starting materials: Cl (hydrochloric acid), C(C1=CC=CC=C1)OC(=O)N1[C@@H](C[C@H](C1)OS(=O)(=O)C)COCC=CC(=O)OCC ((2S,4R)-1-benzyloxycarbonyl-2-[{3-(ethoxycarbonyl)-2-propenyl}oxymethyl]-4-methanesulfonyloxypyrrolidine), solution, [H-].C(C(C)C)[Al+]CC(C)C (diisobutylaluminum hydride). Run in O1CCCC1 (tetrahydrofuran), C1(=CC=CC=C1)C (toluene). Reaction conditions: temperature 0 celsius, time 10 hour. Yields the product C(C1=CC=CC=C1)OC(=O)N1[C@@H](C[C@H](C1)OS(=O)(=O)C)COCC=CCO ((2S,4R)-1-benzyloxycarbonyl-2-(4-hydroxy-2-butenyl)oxymethyl-4-methanesulfonyloxypyrrolidine). Yield: 56.0%. As a reaction SMILES: [CH2:1]([O:8][C:9]([N:11]1[CH2:15][C@H:14]([O:16][S:17]([CH3:20])(=[O:19])=[O:18])[CH2:13][C@H:12]1[CH2:21][O:22][CH2:23][CH:24]=[CH:25][C:26](OCC)=[O:27])=[O:10])[C:2]1[CH:7]=[CH:6][CH:5]=[CH:4][CH:3]=1.[H-].C([Al+]CC(C)C)C(C)C.Cl>O1CCCC1.C1(C)C=CC=CC=1>[CH2:1]([O:8][C:9]([N:11]1[CH2:15][C@H:14]([O:16][S:17]([CH3:20])(=[O:19])=[O:18])[CH2:13][C@H:12]1[CH2:21][O:22][CH2:23][CH:24]=[CH:25][CH2:26][OH:27])=[O:10])[C:2]1[CH:3]=[CH:4][CH:5]=[CH:6][CH:7]=1 |f:1.2|. Procedure details: To a solution of (2S,4R)-1-benzyloxycarbonyl-2-[{3-(ethoxycarbonyl)-2-propenyl}oxymethyl]-4-methanesulfonyloxypyrrolidine (10 g) in tetrahydrofuran (120 ml) was added dropwise 1.0 M solution of diisobutylaluminum hydride in toluene (56.6 ml) at -40° C. and the mixture was allowed to warm to 0° C. and stirred for 10 hours at the same temperature. The reaction mixture was added dropwise 1N hydrochloric acid (50 ml), and the resulting precipitate was filtered off. The filtrate was dissolved in a mi...